Dataset: the Open Reaction Database (ORD), a public repository of structured organic reaction records. Task: describe an organic reaction: reactants, conditions, products, and yield The reactants are C(C1=CC=CC=C1)(=O)Cl (benzoyl chloride), solution, C(CCC)[Li] (butyllithium), COC1CCC(N1)=O (5-methoxy pyrrolidin-2-one). The solvent is O1CCCC1 (tetrahydrofuran), CCCCCC (hexane), O1CCCC1 (tetrahydrofuran). Yields the product C(C1=CC=CC=C1)(=O)N1C(CCC1OC)=O (1-benzoyl 5-methoxy pyrrolidin-2-one). Yield: 41.5%. Reaction SMILES: C([Li])CCC.[CH3:6][O:7][CH:8]1[NH:12][C:11](=[O:13])[CH2:10][CH2:9]1.[C:14](Cl)(=[O:21])[C:15]1[CH:20]=[CH:19][CH:18]=[CH:17][CH:16]=1>CCCCCC.O1CCCC1>[C:14]([N:12]1[CH:8]([O:7][CH3:6])[CH2:9][CH2:10][C:11]1=[O:13])(=[O:21])[C:15]1[CH:20]=[CH:19][CH:18]=[CH:17][CH:16]=1. Procedure details: 20.8 cm3 of a 1.5M solution of butyllithium in hexane is added at -70° C. to a solution of 3.8 g of 5-methoxy pyrrolidin-2-one in 160 cm3 of tetrahydrofuran. This temperature is maintained for 20 minutes, then 4.69 g of benzoyl chloride in solution in tetrahydrofuran is added. After allowing to return to ambient temperature, the mixture is concentrated to dryness and chromatographed on silica (eluent: hexane-ethyl acetate 1-1). 3 g of expected product is obtained. m.p. =92°-94° C. crystallized f... Starting materials: NC1=CC=C(C=C1)C(C(=O)NC=1SC=CN1)CC1CCCC1 (2-(4-amino-phenyl)-3-cyclopentyl-N-thiazol-2-yl-propionamide), CS(=O)(=O)Cl (methanesulfonyl chloride). Solvent: N1=CC=CC=C1 (pyridine). Conditions: temperature 25 celsius, time 7 hour. Yields the product C1(CCCC1)CC(C(=O)NC=1SC=CN1)C1=CC=C(C=C1)NS(=O)(=O)C (3-cyclopentyl-2-(4-methanesulfonylamino-phenyl)-N-thiazol-2-yl-propionamide). Yield: 49.9%. Reaction SMILES: [NH2:1][C:2]1[CH:7]=[CH:6][C:5]([CH:8]([CH2:17][CH:18]2[CH2:22][CH2:21][CH2:20][CH2:19]2)[C:9]([NH:11][C:12]2[S:13][CH:14]=[CH:15][N:16]=2)=[O:10])=[CH:4][CH:3]=1.[CH3:23][S:24](Cl)(=[O:26])=[O:25]>N1C=CC=CC=1>[CH:18]1([CH2:17][CH:8]([C:5]2[CH:4]=[CH:3][C:2]([NH:1][S:24]([CH3:23])(=[O:26])=[O:25])=[CH:7][CH:6]=2)[C:9]([NH:11][C:12]2[S:13][CH:14]=[CH:15][N:16]=2)=[O:10])[CH2:22][CH2:21][CH2:20][CH2:19]1. Procedure details: A solution of 2-(4-amino-phenyl)-3-cyclopentyl-N-thiazol-2-yl-propionamide (prepared in Example 3, 158 mg, 0.5 mmol) in pyridine (5 mL) at 25° C. was treated with methanesulfonyl chloride (50 μL, 0.57 mmol ). The reaction was stirred at 25° C. for 7 h and was then concentrated in vacuo. High pressure liquid chromatography (Chromegasphere SI-60, 10 μM, 60 Å, 25 cm×23 cm ID, 40/60 heptane/ethyl acetate) afforded 3-cyclopentyl-2-(4-methanesulfonylamino-phenyl)-N-thiazol-2-yl-propionamide (98.2 mg, ... The reactants are 1,5-dilodopentane, N1C(CC2=CC=CC=C12)=O (oxindole), C(CCC)[Li] (n-butyllithium), CN(CCN(C)C)C (N,N,N′,N′-tetramethylethylenediamine), [Cl-].[NH4+] (ammonium chloride). The solvent is O1CCCC1 (tetrahydrofuran), CCOC(=O)C (EtOAc). Run at time 15 minute. Product: N1C(C2(C3=CC=CC=C13)CCCCC2)=O (Spiro[cyclohexane-1,3′-[3H]indol]-2′-(1′H)one). Yield: 68.8%. RXN SMILES: [NH:1]1[C:9]2[C:4](=[CH:5][CH:6]=[CH:7][CH:8]=2)[CH2:3][C:2]1=[O:10].[CH2:11]([Li])[CH2:12][CH2:13][CH3:14].[CH3:16]N(C)CCN(C)C.[Cl-].[NH4+]>O1CCCC1.CCOC(C)=O>[NH:1]1[C:9]2[C:4](=[CH:5][CH:6]=[CH:7][CH:8]=2)[C:3]2([CH2:16][CH2:11][CH2:12][CH2:13][CH2:14]2)[C:2]1=[O:10] |f:3.4|. Procedure details: A solution of oxindole (25 g, 0.19 mol) in anhydrous tetrahydrofuran (800 cm3) was cooled to −20° C. then n-butyllithium (2.5M in hexanes, 152 cm3, 0.38 mol) was added slowly followed by N,N,N′,N′-tetramethylethylenediamine (51 cm3, 0.38 mol,). After 15 min. 1,5-dilodopentane (174 g, 0.54 mol) was added slowly and the mixture was allowed to warm to room temperature. After stirring for 16 h. saturated aqueous ammonium chloride solution (1L) and EtOAc (1L) were added. After 15 min., the layers wer... Reaction SMILES: [F:1][C:2]1[CH:3]=[C:4]([OH:8])[CH:5]=[CH:6][CH:7]=1.[C:9](O)(=[O:12])[CH:10]=[CH2:11].C1C2NC3C(=CC=CC=3)SC=2C=CC=1>>[F:1][C:2]1[CH:3]=[C:4]2[C:5]([C:9](=[O:12])[CH2:10][CH2:11][O:8]2)=[CH:6][CH:7]=1. Product: FC1=CC=C2C(CCOC2=C1)=O (7-Fluoro-4-Chromanone). Reaction conditions: temperature -78 celsius, time 4.5 hour. Procedure: Following the same procedure established in Example 1, the reactor was charged with meta-fluorophenol (28 grams), acrylic acid (27 grams), and phenothiazine (0.02 grams). The reactor was sealed, evacuated and cooled to -78° C. before the anhydrous hydrogen fluoride (125 grams) was added. The mixture was stirred and warmed to 40° C. for one hour then to 100° C. for 4.5 hours as the pressure was recorded at 140 psig. After venting the excess hydrogen fluoride the reactor was cooled to 5° C. and th... The reactants are FC=1C=C(C=CC1)O (meta-fluorophenol), C(C=C)(=O)O (acrylic acid), C1=CC=CC=2SC3=CC=CC=C3NC12 (phenothiazine).